From a dataset of the Open Reaction Database (ORD), a public repository of structured organic reaction records. describe an organic reaction: reactants, conditions, products, and yield Reactants: NCCSC[C@H](N)C(=O)O (S-(2-aminoethyl)-L-cysteine), CO (methanol). Run at time 8 hour. Product: NCCSC[C@H](N)C(=O)OC (S-(2-aminoethyl)-L-cysteine, methyl ester). As a reaction SMILES: [NH2:1][CH2:2][CH2:3][S:4][CH2:5][C@@H:6]([C:8]([OH:10])=[O:9])[NH2:7].[CH3:11]O>>[NH2:1][CH2:2][CH2:3][S:4][CH2:5][C@@H:6]([C:8]([O:10][CH3:11])=[O:9])[NH2:7]. Reported procedure: A 10 g (50 mmol) sample of S-(2-aminoethyl)-L-cysteine was dissolved in 400 mL of methanol. Into this cooled solution was bubbled in anhydrous HCl for 30 minutes. After stirring at room temperature overnight, the solution was concentrated to afford 12.7 g of the title compound. The reactants are C(C1=CC=CC=C1)OC(=O)NCCC(O)P(OCC)(=O)C (ethyl P-(3-benzyloxycarbonylamino-1-hydroxy-propyl)-P-methyl-phosphinate), Cl (hydrochloric acid). The product is Cl.NCCC(O)P(O)(=O)C (P-(3-amino-1-hydroxy-propyl)-P-methyl-phosphinic acid hydrochloride). Reaction SMILES: C(OC([NH:11][CH2:12][CH2:13][CH:14]([P:16]([CH3:21])(=[O:20])[O:17]CC)[OH:15])=O)C1C=CC=CC=1.[ClH:22]>>[ClH:22].[NH2:11][CH2:12][CH2:13][CH:14]([P:16]([CH3:21])(=[O:17])[OH:20])[OH:15] |f:2.3|. Procedure: A solution of 4.0 g of ethyl P-(3-benzyloxycarbonylamino-1-hydroxy-propyl)-P-methyl-phosphinate in 50 ml of 5.0M aqueous hydrochloric acid is heated to reflux for 20 hours under an inert gas atmosphere. Then, the reaction mixture is cooled to room temperature and washed twice with 100ml each of dichloromethane and once with diethyl ether. The aqueous layer is evaporated to dryness at 50° under reduced pressure. The oily residue is then co-evaporated 5 times with 50 ml each of water and of absolu...